The task is: describe an organic reaction: reactants, conditions, products, and yield. This data is from the Open Reaction Database (ORD), a public repository of structured organic reaction records. Starting materials: CNC, [H][H], O=C1CCOCC1, [Pd]. Product: CN(C)C1CCOCC1. As a reaction SMILES: [CH3:8][NH:9][CH3:10].[H:11][H:12].[O:1]1[CH2:2][CH2:3][C:4](=[O:7])[CH2:5][CH2:6]1.[Pd:13]>>[O:1]1[CH2:2][CH2:3][CH:4]([N:9]([CH3:8])[CH3:10])[CH2:5][CH2:6]1.